This data is from the Open Reaction Database (ORD), a public repository of structured organic reaction records. The task is: describe an organic reaction: reactants, conditions, products, and yield Starting materials: C(C)(=O)OCC(COC(C)=O)(NC(CCCC)=O)CCCCCCCCCCCCCCCCCC (1,3-Diacetoxy-2-octadecyl-2-(N-pentanoylamino)propane), [H-].[Al+3].[Li+].[H-].[H-].[H-] (lithium aluminum hydride). Solvent: CCOCC (ether). Reaction conditions: time 3 hour. Yields the product C(CCCCCCCCCCCCCCCCC)C(CO)(CO)NCCCCC (2-octadecyl-2-(N-pentylamino)-1,3-propanediol). RXN SMILES: C([O:4][CH2:5][C:6]([CH2:19][CH2:20][CH2:21][CH2:22][CH2:23][CH2:24][CH2:25][CH2:26][CH2:27][CH2:28][CH2:29][CH2:30][CH2:31][CH2:32][CH2:33][CH2:34][CH2:35][CH3:36])([NH:12][C:13](=O)[CH2:14][CH2:15][CH2:16][CH3:17])[CH2:7][O:8]C(=O)C)(=O)C.[H-].[Al+3].[Li+].[H-].[H-].[H-]>CCOCC>[CH2:19]([C:6]([NH:12][CH2:13][CH2:14][CH2:15][CH2:16][CH3:17])([CH2:5][OH:4])[CH2:7][OH:8])[CH2:20][CH2:21][CH2:22][CH2:23][CH2:24][CH2:25][CH2:26][CH2:27][CH2:28][CH2:29][CH2:30][CH2:31][CH2:32][CH2:33][CH2:34][CH2:35][CH3:36] |f:1.2.3.4.5.6|. Procedure: 1,3-Diacetoxy-2-octadecyl-2-(N-pentanoylamino)propane (400 mg) was dissolved in 30 ml of dry ether and 150 mg of lithium aluminum hydride was added thereto under ice-cooling. The mixture was stirred at room temperature for 3 hours. The reaction mixture was concentrated and 20 ml of dry tetrahydrofuran was added thereto. Under ice-cooling, 0.15 ml of water, 0.15 ml of a 15% aqueous sodium hydroxide solution and 0.45 ml of water were added in order and the reaction mixture was filtered. The filtra... Starting materials: CS(C)=O, Nc1nc(-c2nc(C3CC3)[nH]c2-c2ccc(F)cc2F)ccc1[N+](=O)[O-], O=N[O-], [Na+], [Na+], [OH-], O, O=S(=O)(O)O. The product is O=[N+]([O-])c1ccc(-c2nc(C3CC3)[nH]c2-c2ccc(F)cc2F)nc1O. RXN SMILES: [CH3:38][S:39](=[O:40])[CH3:41].[CH:1]1([c:4]2[nH:5][c:6](-[c:19]3[c:20]([F:26])[cH:21][c:22]([F:25])[cH:23][cH:24]3)[c:7](-[c:9]3[cH:10][cH:11][c:12]([N+:16](=[O:17])[O-:18])[c:13]([NH2:15])[n:14]3)[n:8]2)[CH2:2][CH2:3]1.[N:32]([O-:33])=[O:34].[Na+:35].[Na+:37].[OH-:36].[OH2:42].[S:27]([OH:28])(=[O:29])(=[O:30])[OH:31]>>[CH:1]1([c:4]2[nH:5][c:6](-[c:19]3[c:20]([F:26])[cH:21][c:22]([F:25])[cH:23][cH:24]3)[c:7](-[c:9]3[cH:10][cH:11][c:12]([N+:16](=[O:17])[O-:18])[c:13]([OH:28])[n:14]3)[n:8]2)[CH2:2][CH2:3]1. Reactants: CN(C=O)C (N,N-dimethylformamide), C(C(=O)Cl)(=O)Cl (oxalyl chloride), C(C=C)OP(=O)(OCC=C)OCC1=C(C(=O)O)C=CC=C1Cl (2-[[bis(allyloxy)phosphoryl]oxymethyl]-3-chlorobenzoic acid). Solvent: ClCCl (dichloromethane). Conditions: time 30 minute. Yields the product C(C=C)OP(=O)(OCC=C)OCC1=C(C(=O)Cl)C=CC=C1Cl (2-[[bis(allyloxy)phosphoryl]oxymethyl]-3-chlorobenzoyl chloride). RXN SMILES: [CH2:1]([O:4][P:5]([O:11][CH2:12][C:13]1[C:21]([Cl:22])=[CH:20][CH:19]=[CH:18][C:14]=1[C:15](O)=[O:16])([O:7][CH2:8][CH:9]=[CH2:10])=[O:6])[CH:2]=[CH2:3].CN(C)C=O.C(Cl)(=O)C([Cl:31])=O>ClCCl>[CH2:1]([O:4][P:5]([O:11][CH2:12][C:13]1[C:21]([Cl:22])=[CH:20][CH:19]=[CH:18][C:14]=1[C:15]([Cl:31])=[O:16])([O:7][CH2:8][CH:9]=[CH2:10])=[O:6])[CH:2]=[CH2:3]. Procedure: A solution of 2-[[bis(allyloxy)phosphoryl]oxymethyl]-3-chlorobenzoic acid (936.1 mg, 2.7 mmol) obtained from Example 27-(4) in dichloromethane (15 ml) was cooled to 0° C., and then N,N-dimethylformamide (15 μl) and oxalyl chloride (1.71 g, 13.5 mmol) were added thereto. After the mixture was stirred at room temperature for 30 minutes, it was worked up according to a similar procedure to that described in Example 1-(12) to afford crude 2-[[bis(allyloxy)phosphoryl]oxymethyl]-3-chlorobenzoyl chlori... Starting materials: O=C([O-])[O-], CCNCC, CN(C)C=O, COc1cc2c(Oc3ccc(C)cc3C(=O)c3ccccc3)ccnc2cc1OCCCCl, [K+], [K+], O. Yields the product CCN(CC)CCCOc1cc2nccc(Oc3ccc(C)cc3C(=O)c3ccccc3)c2cc1OC. Reaction SMILES: [C:39](=[O:40])([O-:41])[O-:42].[CH2:34]([CH3:35])[NH:36][CH2:37][CH3:38].[CH3:46][N:47]([CH3:48])[CH:49]=[O:50].[Cl:1][CH2:2][CH2:3][CH2:4][O:5][c:6]1[c:7]([O:32][CH3:33])[cH:8][c:9]2[c:10]([O:16][c:17]3[c:18]([C:24](=[O:25])[c:26]4[cH:27][cH:28][cH:29][cH:30][cH:31]4)[cH:19][c:20]([CH3:23])[cH:21][cH:22]3)[cH:11][cH:12][n:13][c:14]2[cH:15]1.[K+:43].[K+:44].[OH2:45]>>[CH2:2]([CH2:3][CH2:4][O:5][c:6]1[c:7]([O:32][CH3:33])[cH:8][c:9]2[c:10]([O:16][c:17]3[c:18]([C:24](=[O:25])[c:26]4[cH:27][cH:28][cH:29][cH:30][cH:31]4)[cH:19][c:20]([CH3:23])[cH:21][cH:22]3)[cH:11][cH:12][n:13][c:14]2[cH:15]1)[N:36]([CH2:34][CH3:35])[CH2:37][CH3:38]. Product: FC=1C(=NC(=C(C1)F)N1CCN(CC1)C1=NC2=C(N1)C(=CC(=C2)C(F)(F)F)C2=CC(=C(C(=C2)F)F)F)N (3,5-Difluoro-6-{4-[5-(trifluoromethyl)-7-(3,4,5-trifluorophenyl)-1H-benzimidazol-2-yl]piperazin-1-yl}pyridin-2-amine). Reactants: NC1=C(C=C(C(=N1)N1CCN(CC1)C(=O)OC(C)(C)C)F)F (tert-Butyl 4-(6-amino-3,5-difluoropyridin-2-yl)piperazine-1-carboxylate), ClC1=NC2=C(N1)C=C(C=C2C2=CC(=C(C(=C2)F)F)F)C(F)(F)F (2-chloro-6-(trifluoromethyl)-4-(3,4,5-trifluorophenyl)-1H-benzoimidazole). Procedure: The piperazine from step (a) above (74 mg, 0.35 mmol) reacted with 2-chloro-6-(trifluoromethyl)-4-(3,4,5-trifluorophenyl)-1H-benzoimidazole (87 mg, 0.25 mmol, Example 51b) under the conditions of Example 3c to give the title compound as a white amorphous solid. MS (ESI, pos. ion) m/z: 529 (M+1). Reaction SMILES: [NH2:1][C:2]1[N:7]=[C:6]([N:8]2[CH2:13][CH2:12][N:11]([C:14](OC(C)(C)C)=O)[CH2:10][CH2:9]2)[C:5]([F:21])=[CH:4][C:3]=1[F:22].ClC1[NH:28][C:27]2[CH:29]=[C:30]([C:42]([F:45])([F:44])[F:43])[CH:31]=[C:32]([C:33]3[CH:38]=[C:37]([F:39])[C:36]([F:40])=[C:35]([F:41])[CH:34]=3)[C:26]=2[N:25]=1>>[F:22][C:3]1[C:2]([NH2:1])=[N:7][C:6]([N:8]2[CH2:9][CH2:10][N:11]([C:14]3[NH:25][C:26]4[C:32]([C:33]5[CH:34]=[C:35]([F:41])[C:36]([F:40])=[C:37]([F:39])[CH:38]=5)=[CH:31][C:30]([C:42]([F:43])([F:44])[F:45])=[CH:29][C:27]=4[N:28]=3)[CH2:12][CH2:13]2)=[C:5]([F:21])[CH:4]=1. The reactants are O=C([O-])[O-], CCCCCC[N+](CCCCCC)(CCCCCC)CCCCCC, COC(=O)C(C)OS(C)(=O)=O, [Cl-], Nc1ccc(F)c(F)c1F, [K+], [K+]. Yields the product COC(=O)C(C)Nc1ccc(F)c(F)c1F. RXN SMILES: [C:11](=[O:12])([O-:13])[O-:14].[CH2:29]([N+:30]([CH2:31][CH2:32][CH2:33][CH2:34][CH2:35][CH3:36])([CH2:37][CH2:38][CH2:39][CH2:40][CH2:41][CH3:42])[CH2:43][CH2:44][CH2:45][CH2:46][CH2:47][CH3:48])[CH2:49][CH2:50][CH2:51][CH2:52][CH3:53].[CH3:17][S:18]([O:19][CH:22]([C:23](=[O:24])[O:25][CH3:26])[CH3:27])(=[O:20])=[O:21].[Cl-:28].[F:1][c:2]1[c:3]([NH2:4])[cH:5][cH:6][c:7]([F:10])[c:8]1[F:9].[K+:15].[K+:16]>>[F:1][c:2]1[c:3]([NH:4][CH:22]([C:23](=[O:24])[O:25][CH3:26])[CH3:27])[cH:5][cH:6][c:7]([F:10])[c:8]1[F:9]. The reactants are C(C)(C)(C)C1=CC=C(CNC(=S)NCC2=C(C(=CC=C2F)NS(=O)(=O)C)F)C=C1 (1-(4-t-butylbenzyl)-3-(2,6-difluoro-3-methanesulfonylaminobenzyl)thiourea), N#CN.[Pb] (lead cyanamide). Run in C(C)(=O)OCC (ethyl acetate). The product is C(#N)N=C(NCC1=CC=C(C=C1)C(C)(C)C)NCC1=C(C(=CC=C1F)NS(=O)(=O)C)F (N″-cyano-N-(4-t-butylbenzyl)-N′-(2,6-difluoro-3-methanesulfonylaminobenzyl)guanidine). Isolated yield 78.1%. Reaction SMILES: [C:1]([C:5]1[CH:29]=[CH:28][C:8]([CH2:9][NH:10][C:11]([NH:13][CH2:14][C:15]2[C:20]([F:21])=[CH:19][CH:18]=[C:17]([NH:22][S:23]([CH3:26])(=[O:25])=[O:24])[C:16]=2[F:27])=S)=[CH:7][CH:6]=1)([CH3:4])([CH3:3])[CH3:2].[N:30]#[C:31][NH2:32].[Pb]>C(OCC)(=O)C>[C:31]([N:32]=[C:11]([NH:13][CH2:14][C:15]1[C:20]([F:21])=[CH:19][CH:18]=[C:17]([NH:22][S:23]([CH3:26])(=[O:25])=[O:24])[C:16]=1[F:27])[NH:10][CH2:9][C:8]1[CH:28]=[CH:29][C:5]([C:1]([CH3:4])([CH3:3])[CH3:2])=[CH:6][CH:7]=1)#[N:30] |f:1.2,^3:32|. Reported procedure: 1-(4-t-butylbenzyl)-3-(2,6-difluoro-3-methanesulfonylaminobenzyl)thiourea (44 mg) and lead cyanamide (30 mg) were added to ethyl acetate (10 ml) and the mixture was refluxed for 18 hours. The resulting mixture was purified by column-chromatogrphy (hexane/ethyl acetate=1/1) to yield the compound 31-7 (35 mg, 78%). Reactants: Cc1ccccc1, [K+], N#Cc1c(N)cccc1Br, CC(=O)[O-], OB(O)c1ccccc1. Product: N#Cc1c(N)cccc1-c1ccccc1. As a reaction SMILES: [CH3:25][c:26]1[cH:27][cH:28][cH:29][cH:30][cH:31]1.[K+:15].[NH2:1][c:2]1[c:3]([C:4]#[N:5])[c:6]([Br:10])[cH:7][cH:8][cH:9]1.[O-:11][C:12]([CH3:13])=[O:14].[OH:16][B:17]([OH:18])[c:19]1[cH:20][cH:21][cH:22][cH:23][cH:24]1>>[NH2:1][c:2]1[c:3]([C:4]#[N:5])[c:6](-[c:19]2[cH:20][cH:21][cH:22][cH:23][cH:24]2)[cH:7][cH:8][cH:9]1. The reactants are C(C)(C)OC(=O)N1C2=C(C(CCC1)N(CC1=CC(=CC(=C1)C(F)(F)F)C(F)(F)F)C(C)=O)C=C(C(=C2)C)Br (isopropyl-5-[acetyl-(3,5-bistrifluoromethylbenzyl)amino]-7-bromo-8-methyl-2,3,4,5-tetrahydrobenzo[b]azepine-1-carboxylate), C(C)(=O)N(C1C2=C(N(CCC1)C(=O)OC(C)C)C=C(C(=C2)N(C)C)Cl)CC2=CC(=CC(=C2)C(F)(F)F)C(F)(F)F (isopropyl 5-[acetyl-(3,5-bistrifluoromethylbenzyl)amino]-8-chloro-7-dimethylamino-2,3,4,5-tetrahydrobenzo[b]azepine-1-carboxylate). The product is C(C)(C)OC(=O)N1C2=C(C(CCC1)N(CC1=CC(=CC(=C1)C(F)(F)F)C(F)(F)F)C(C)=O)C=C(C(=C2)C)N(C)C (Isopropyl-5-[acetyl-(3,5-bistrifluoromethylbenzyl)amino]-7-dimethylamino-8-methyl-2,3,4,5-tetrahydrobenzo[b]azepine-1-carboxylate). RXN SMILES: [CH:1]([O:4][C:5]([N:7]1[CH2:13][CH2:12][CH2:11][CH:10]([N:14]([C:30](=[O:32])[CH3:31])[CH2:15][C:16]2[CH:21]=[C:20]([C:22]([F:25])([F:24])[F:23])[CH:19]=[C:18]([C:26]([F:29])([F:28])[F:27])[CH:17]=2)[C:9]2[CH:33]=[C:34](Br)[C:35]([CH3:37])=[CH:36][C:8]1=2)=[O:6])([CH3:3])[CH3:2].[C:39]([N:42](CC1C=C(C(F)(F)F)C=C(C(F)(F)F)C=1)[CH:43]1CCCN(C(OC(C)C)=O)C2C=C(Cl)C(N(C)C)=CC1=2)(=O)C>>[CH:1]([O:4][C:5]([N:7]1[CH2:13][CH2:12][CH2:11][CH:10]([N:14]([C:30](=[O:32])[CH3:31])[CH2:15][C:16]2[CH:21]=[C:20]([C:22]([F:25])([F:24])[F:23])[CH:19]=[C:18]([C:26]([F:29])([F:28])[F:27])[CH:17]=2)[C:9]2[CH:33]=[C:34]([N:42]([CH3:43])[CH3:39])[C:35]([CH3:37])=[CH:36][C:8]1=2)=[O:6])([CH3:3])[CH3:2]. Reported procedure: This compound was prepared utilizing the same methodology described in Example 50 wherein replacement of isopropyl-5-[acetyl-(3,5-bistrifluoromethylbenzyl)amino]-7-bromo-8-chloro-2,3,4,5-tetrahydrobenzo[b]azepine-1-carboxylate with isopropyl-5-[acetyl-(3,5-bistrifluoromethylbenzyl)amino]-7-bromo-8-methyl-2,3,4,5-tetrahydrobenzo[b]azepine-1-carboxylate the procedure of Example 50 for the synthesis of isopropyl 5-[acetyl-(3,5-bistrifluoromethylbenzyl)amino]-8-chloro-7-dimethylamino-2,3,4,5-tetrahy... Starting materials: ClC=1C=C(CNC2=NC(=NC=C2C(=O)NCC2=NC=CC=N2)SC)C=CC1OC (4-((3-chloro-4-methoxybenzyl)amino)-2-(methylthio)-N-(pyrimidin-2-ylmethyl)pyrimidine-5-formamide), C1=CC(=CC(=C1)Cl)C(=O)OO (m-CPBA). Run in C(Cl)Cl (DCM). Reaction conditions: time 30 minute. Yields the product ClC=1C=C(CNC2=NC(=NC=C2C(=O)NCC2=NC=CC=N2)S(=O)C)C=CC1OC (4-((3-chloro-4-methoxybenzyl)amino)-2-(methylsulphinyl)-N-(pyrimidin-2-ylmethyl)pyrimidine-5-formamide). Yield: 63.9%. Reaction SMILES: [Cl:1][C:2]1[CH:3]=[C:4]([CH:25]=[CH:26][C:27]=1[O:28][CH3:29])[CH2:5][NH:6][C:7]1[C:12]([C:13]([NH:15][CH2:16][C:17]2[N:22]=[CH:21][CH:20]=[CH:19][N:18]=2)=[O:14])=[CH:11][N:10]=[C:9]([S:23][CH3:24])[N:8]=1.C1C=C(Cl)C=C(C(OO)=[O:38])C=1>C(Cl)Cl>[Cl:1][C:2]1[CH:3]=[C:4]([CH:25]=[CH:26][C:27]=1[O:28][CH3:29])[CH2:5][NH:6][C:7]1[C:12]([C:13]([NH:15][CH2:16][C:17]2[N:18]=[CH:19][CH:20]=[CH:21][N:22]=2)=[O:14])=[CH:11][N:10]=[C:9]([S:23]([CH3:24])=[O:38])[N:8]=1. Procedure: In DCM (5 mL) was dissolved 4-((3-chloro-4-methoxybenzyl)amino)-2-(methylthio)-N-(pyrimidin-2-ylmethyl)pyrimidine-5-formamide (150 mg, 0.35 mmol). m-CPBA (3-chloroperbenzoic acid, 110 mg, 0.64 mmol) was added at 0° C. The reaction was conducted for 30 min at ambient temperature. Then the reaction mixture was washed with water and extracted with DCM. The organic phase was dried, and the solvent was removed by rotary evaporation. Purification was performed by silica gel column chromatography (DCM/...